This data is from the Open Reaction Database (ORD), a public repository of structured organic reaction records. The task is: describe an organic reaction: reactants, conditions, products, and yield Starting materials: C(CCCCC)C1C(CCC1C#N)=O (2-n-hexyl-3-cyanocyclopentanone), ice, CO (methanol), C(CCCCC)C1C(CCC1C#N)=O (2-n-hexyl-3-cyanocyclopentanone), O.C1(=CC=C(C=C1)S(=O)(=O)O)C (p-toluene-sulfonic acid monohydrate), CO (methanol). Product: C(CCCCC)C1C(CCC1=O)C(=O)OC (methyl 2-n-hexyl-3-oxo-cyclopentanecarboxylate). As a reaction SMILES: [CH2:1]([CH:7]1[CH:11]([C:12]#N)[CH2:10][CH2:9][C:8]1=[O:14])[CH2:2][CH2:3][CH2:4][CH2:5][CH3:6].[OH2:15].C1(C)C=CC(S(O)(=O)=O)=CC=1.[CH3:27][OH:28]>>[CH2:1]([CH:7]1[C:8](=[O:14])[CH2:9][CH2:10][CH:11]1[C:12]([O:28][CH3:27])=[O:15])[CH2:2][CH2:3][CH2:4][CH2:5][CH3:6] |f:1.2|. Procedure details: In a 100 ml round bottomed flask fitted with a mechanical stirrer and a reflux condenser, are placed 19.3 g 2-n-hexyl-3-cyanocyclopentanone, 3.2 g of methanol and 19 g of 2-n-hexyl-3-cyanocyclopentanone, 3.2 g of methanol and 19 g of p-toluene-sulfonic acid monohydrate. The reaction mixture is stirred at reflux temperature for 6 hours. The reaction mixture is then cooled to room temperature and poured into 200 ml of ice cold water. The organic layer is separated and the water phase is extracted ... Starting materials: CCOCCBr, CNc1ccc(Br)cc1, O=C([O-])[O-], [I-], [K+], [K+], [Na+], CN(C)C=O, O. Product: CCOCCN(C)c1ccc(Br)cc1. As a reaction SMILES: [Br:18][CH2:19][CH2:20][O:21][CH2:22][CH3:23].[Br:1][c:2]1[cH:3][cH:4][c:5]([NH:6][CH3:7])[cH:8][cH:9]1.[C:10](=[O:11])([O-:12])[O-:13].[I-:17].[K+:14].[K+:15].[Na+:16].[O:24]=[CH:25][N:26]([CH3:27])[CH3:28].[OH2:29]>>[Br:1][c:2]1[cH:3][cH:4][c:5]([N:6]([CH3:7])[CH2:19][CH2:20][O:21][CH2:22][CH3:23])[cH:8][cH:9]1. The reactants are CC1(C=C(C(CC1)=O)C#N)C#C[Si](C)(C)C (3-Methyl-6-oxo-3-((trimethylsilyl)ethynyl)cyclohex-1-enecarbonitrile), [F-].C(CCC)[N+](CCCC)(CCCC)CCCC (tetra-(n-butyl)ammonium fluoride). The solvent is C1CCOC1 (THF), C(Cl)Cl.CCOCC (methylene chloride ether). Conditions: time 5 minute. Yields the product C(#C)C1(C=C(C(CC1)=O)C#N)C (3-Ethynyl-3-methyl-6-oxocyclohex-1-enecarbonitrile). Isolated yield 50.4%. Reaction SMILES: [CH3:1][C:2]1([C:11]#[C:12][Si](C)(C)C)[CH2:7][CH2:6][C:5](=[O:8])[C:4]([C:9]#[N:10])=[CH:3]1.[F-].C([N+](CCCC)(CCCC)CCCC)CCC>C1COCC1.C(Cl)Cl.CCOCC>[C:11]([C:2]1([CH3:1])[CH2:7][CH2:6][C:5](=[O:8])[C:4]([C:9]#[N:10])=[CH:3]1)#[CH:12] |f:1.2,4.5|. Procedure details: A solution of 10 (20 mg, 0.086 mmol) in THF (0.6 mL) was degassed by gentle argon stream for 5 min. To the solution was added tetra-(n-butyl)ammonium fluoride (TBAF, 70 mg). The mixture was stirred at room temperature for 20 min. The mixture was diluted with methylene chloride/ether (1:2, 20 mL). The mixture was extracted with saturated aqueous sodium bicarbonate solution (10 mL ×3). The basic extract was acidified with 5% aqueous HCl solution. The acidic mixture was extracted with methylene chl... The reactants are C[O-].[Na+] (sodium methylate), CO (methanol), ClC1=C(C(=O)C2=C(C(=C(C=C2C)OC)OC)OCCCCC)C(=CC=C1)Cl (2,6-dichloro-3',4'-dimethoxy-6'-methyl-2'-pentyloxy-benzophenone), C(OC)COC (dimethoxyethane). Solvent: C(C)(=O)OCC (ethyl acetate), O (water). Reaction conditions: temperature 80 celsius, time 24 hour. Yields the product ClC1=CC=CC(=C1C(=O)C1=C(C(=C(C=C1C)OC)OC)OCCCCC)OC (6-chloro-2'-pentyloxy-6'-methyl-2,3',4'-trimethoxy-benzophenone). RXN SMILES: C[O-].[Na+].CO.[Cl:6][C:7]1[CH:31]=[CH:30][CH:29]=[C:28](Cl)[C:8]=1[C:9]([C:11]1[C:16]([CH3:17])=[CH:15][C:14]([O:18][CH3:19])=[C:13]([O:20][CH3:21])[C:12]=1[O:22][CH2:23][CH2:24][CH2:25][CH2:26][CH3:27])=[O:10].[CH2:33](COC)[O:34]C>C(OCC)(=O)C.O>[Cl:6][C:7]1[C:8]([C:9]([C:11]2[C:16]([CH3:17])=[CH:15][C:14]([O:18][CH3:19])=[C:13]([O:20][CH3:21])[C:12]=2[O:22][CH2:23][CH2:24][CH2:25][CH2:26][CH3:27])=[O:10])=[C:28]([O:34][CH3:33])[CH:29]=[CH:30][CH:31]=1 |f:0.1|. Procedure: A mixture of sodium methylate in methanol (5.4 mol/l, 19.6 mmol), 2,6-dichloro-3',4'-dimethoxy-6'-methyl-2'-pentyloxy-benzophenone (obtained according to EP 0 727 141, 2.69 g, 6.5 mmol) and dimethoxyethane (20 ml) is heated to 80° C. with stirring for 24 hours. A mixture of water and ethyl acetate (1:1 v/v; 100 ml) is then slowly added at room temperature. The organic phase is separated and concentrated and the residue is purified by column chromatography (dichloromethane) yielding the pure prod...